From a dataset of the Open Reaction Database (ORD), a public repository of structured organic reaction records. describe an organic reaction: reactants, conditions, products, and yield Reactants: ClC=1C=C(C=CC1F)[N+](=O)[O-] (3-chloro-4-fluoro-nitrobenzene), [H-].[K+] (potassium hydride), C1(CCCCC1)O (Cylcohexanol). Solvent: CS(=O)C (dimethylsulfoxide), CS(=O)C (dimethylsulfoxide), C(C)OCC (diethyl ether). Run at time 1 hour. Product: ClC1=C(C=CC(=C1)[N+](=O)[O-])OC1CCCCC1 (2-Chloro-1-cyclohexyloxy-4-nitro-benzene). Reaction SMILES: [CH:1]1([OH:7])[CH2:6][CH2:5][CH2:4][CH2:3][CH2:2]1.[H-].[K+].[Cl:10][C:11]1[CH:12]=[C:13]([N+:18]([O-:20])=[O:19])[CH:14]=[CH:15][C:16]=1F>CS(C)=O.C(OCC)C>[Cl:10][C:11]1[CH:12]=[C:13]([N+:18]([O-:20])=[O:19])[CH:14]=[CH:15][C:16]=1[O:7][CH:1]1[CH2:6][CH2:5][CH2:4][CH2:3][CH2:2]1 |f:1.2|. Procedure: Cylcohexanol (2.9 g) in dimethylsulfoxide (20 mL) is added slowly to a flask containing potassium hydride (0.90 g, pre-washed three times with hexanes) under an atmosphere of argon and the solution is stirred for about 1 hour at room temperature. A solution of 3-chloro-4-fluoro-nitrobenzene (1 g) in dimethylsulfoxide (10 mL) is added and the resulting dark red colored solution is then heated for three hours to approximately 100 degrees. The reaction mixture is then cooled, diluted with diethyl e... The reactants are S1C(=NC2=C1C=CC=C2)N2CCNCC2 (benzothiazol-2-yl-piperazine), CS(=O)(=O)O.ClC1=C(C=CC(=C1)Cl)C1(OC1)CN1N=CN=C1 (2-(2,4-dichlorophenyl)-2-(1H-1,2,4-triazol-1-ylmethyl)oxirane methanesulphonate), A-44605, C([O-])([O-])=O.[K+].[K+] (potassium carbonate). Run in C(Cl)Cl (methylene chloride), O1CCOCC1 (dioxan). The product is N (ammonia), S1C(=NC2=C1C=CC=C2)N2CCN(CC2)CC(CN2N=CN=C2)(O)C2=C(C=C(C=C2)Cl)Cl (3-[4-(Benzothiazol-2-yl)-piperazin-1-yl]-2-(2,4-dichlorophenyl)-1-(1H-1,2,4-triazol-1-yl)propan-2-ol). As a reaction SMILES: [S:1]1[C:5]2[CH:6]=[CH:7][CH:8]=[CH:9][C:4]=2[N:3]=[C:2]1[N:10]1[CH2:15][CH2:14][NH:13][CH2:12][CH2:11]1.CS(O)(=O)=O.[Cl:21][C:22]1[CH:27]=[C:26]([Cl:28])[CH:25]=[CH:24][C:23]=1[C:29]1([CH2:32][N:33]2[CH:37]=[N:36][CH:35]=[N:34]2)[CH2:31][O:30]1.C(=O)([O-])[O-].[K+].[K+]>O1CCOCC1.C(Cl)Cl>[NH3:3].[S:1]1[C:5]2[CH:6]=[CH:7][CH:8]=[CH:9][C:4]=2[N:3]=[C:2]1[N:10]1[CH2:11][CH2:12][N:13]([CH2:31][C:29]([C:23]2[CH:24]=[CH:25][C:26]([Cl:28])=[CH:27][C:22]=2[Cl:21])([OH:30])[CH2:32][N:33]2[CH:37]=[N:36][CH:35]=[N:34]2)[CH2:14][CH2:15]1 |f:1.2,3.4.5|. Procedure details: A mixture of benzothiazol-2-yl-piperazine (0.4 g, 1.55 mmole), 2-(2,4-dichlorophenyl)-2-(1H-1,2,4-triazol-1-ylmethyl)oxirane methanesulphonate (see EP-A-44605) (0.57 g, 1.55 mmole) and potassium carbonate (2 g, 14 mmole) in dioxan (20 ml) was heated at reflux for 3 days. After cooling, the mixture was diluted with methylene chloride, the insoluble inorganic material removed by filtration and the filtrate concentrated under reduced pressure. The resulting oil was purified by flash chromatography ... Reactants: C(CCC)OC=1C=C(C=CC1)O (3-(n-Butoxy)phenol), BrCCBr (1,2-dibromoethane). Product: BrCCOC1=CC(=CC=C1)OCCCC (1-(2-Bromoethoxy)-3-n-butoxybenzene). Isolated yield 84.6%. As a reaction SMILES: [CH2:1]([O:5][C:6]1[CH:7]=[C:8]([OH:12])[CH:9]=[CH:10][CH:11]=1)[CH2:2][CH2:3][CH3:4].[Br:13][CH2:14][CH2:15]Br>>[Br:13][CH2:14][CH2:15][O:12][C:8]1[CH:9]=[CH:10][CH:11]=[C:6]([O:5][CH2:1][CH2:2][CH2:3][CH3:4])[CH:7]=1. Procedure details: Prepared analogously to the method described in Example D above from 3-(n-butoxy)phenol (16.6 g; 0.1 mol; from Example B above) and 1,2-dibromoethane (100 ml; 1.16 mol). Following work up, the residue was chromatographed on silica gel with diisopropyl ether as eluent. The resultant oil was distilled to to yield 23.1 g (85%) of the title compound as an oil which subsequently crystallised (98% purity). bp 105-108° C. (0.01 mm Hg) mp 32-34° C. MW=273 (GC-MS)